This data is from the Open Reaction Database (ORD), a public repository of structured organic reaction records. The task is: describe an organic reaction: reactants, conditions, products, and yield Starting materials: COC(=O)C1CC2(CN1)CN(c1cccc(Cl)c1)C(=O)O2, CC(C)(C)C(NC(=O)OC1CCCC1)C(=O)O. Yields the product COC(=O)C1CC2(CN(c3cccc(Cl)c3)C(=O)O2)CN1C(=O)C(NC(=O)OC1CCCC1)C(C)(C)C. Reaction SMILES: [CH3:1][O:2][C:3](=[O:4])[CH:5]1[NH:6][CH2:7][C:8]2([CH2:9][N:10]([c:14]3[cH:15][c:16]([Cl:20])[cH:17][cH:18][cH:19]3)[C:11](=[O:13])[O:12]2)[CH2:21]1.[CH:22]1([O:27][C:28](=[O:29])[NH:30][CH:31]([C:32](=[O:33])[OH:34])[C:35]([CH3:36])([CH3:37])[CH3:38])[CH2:23][CH2:24][CH2:25][CH2:26]1>>[CH3:1][O:2][C:3](=[O:4])[CH:5]1[N:6]([C:32]([CH:31]([NH:30][C:28]([O:27][CH:22]2[CH2:23][CH2:24][CH2:25][CH2:26]2)=[O:29])[C:35]([CH3:36])([CH3:37])[CH3:38])=[O:33])[CH2:7][C:8]2([CH2:9][N:10]([c:14]3[cH:15][c:16]([Cl:20])[cH:17][cH:18][cH:19]3)[C:11](=[O:13])[O:12]2)[CH2:21]1.